From a dataset of the Open Reaction Database (ORD), a public repository of structured organic reaction records. describe an organic reaction: reactants, conditions, products, and yield The reactants are CCOC(=O)Cn1nc(-c2ccc(OC)cc2)cc(C(=O)NC)c1=O, NCc1ccccn1, Cc1ccccc1C. Yields the product CNC(=O)c1cc(-c2ccc(OC)cc2)nn(CC(=O)NCc2ccccn2)c1=O. Reaction SMILES: [CH2:1]([O:3][C:4](=[O:2])[CH2:6][n:7]1[n:8][c:9](-[c:18]2[cH:19][cH:20][c:21]([O:24][CH3:25])[cH:22][cH:23]2)[cH:10][c:11]([C:14]([NH:15][CH3:16])=[O:17])[c:12]1=[O:13])[CH3:5].[NH2:26][CH2:27][c:28]1[n:29][cH:30][cH:31][cH:32][cH:33]1.[c:34]1([CH3:35])[c:36]([CH3:37])[cH:38][cH:39][cH:40][cH:41]1>>[O:3]=[C:4]([CH2:6][n:7]1[n:8][c:9](-[c:18]2[cH:19][cH:20][c:21]([O:24][CH3:25])[cH:22][cH:23]2)[cH:10][c:11]([C:14]([NH:15][CH3:16])=[O:17])[c:12]1=[O:13])[NH:26][CH2:27][c:28]1[n:29][cH:30][cH:31][cH:32][cH:33]1. Reactants: [BH4-].[Na+] (sodium borohydride), ClC1=CC=C(OC(C(C(C)(SC(F)(F)F)C)=O)N2N=CN=C2)C=C1 (1-(4-chlorophenoxy)-3-methyl-1-(1,2,4-triazol-1-yl)-3-trifluoromethylthio-butan-2-one), O (water). Run in CO (methanol). Reaction conditions: time 30 minute. Yields the product ClC1=CC=C(OC(C(C(C)(SC(F)(F)F)C)O)N2N=CN=C2)C=C1 (1-(4-chlorophenoxy)-3-methyl-1-(1,2,4-triazol-1-yl)-3-trifluoromethylthio-butan-2-ol). Isolated yield 95.7%. Reaction SMILES: [Cl:1][C:2]1[CH:24]=[CH:23][C:5]([O:6][CH:7]([N:18]2[CH:22]=[N:21][CH:20]=[N:19]2)[C:8](=[O:17])[C:9]([CH3:16])([S:11][C:12]([F:15])([F:14])[F:13])[CH3:10])=[CH:4][CH:3]=1.[BH4-].[Na+].O>CO>[Cl:1][C:2]1[CH:3]=[CH:4][C:5]([O:6][CH:7]([N:18]2[CH:22]=[N:21][CH:20]=[N:19]2)[CH:8]([OH:17])[C:9]([CH3:16])([S:11][C:12]([F:13])([F:15])[F:14])[CH3:10])=[CH:23][CH:24]=1 |f:1.2|. Reported procedure: 10 g (0.026 mol) of 1-(4-chlorophenoxy)-3-methyl-1-(1,2,4-triazol-1-yl)-3-trifluoromethylthio-butan-2-one (Example 1) were dissolved in 100 ml of methanol and 1 g (0.025 mol) of sodium borohydride was added in portions to the solution. The reaction mixture was further stirred at room temperature for 30 minutes and was thereafter introduced into water. The mixture was extracted with methylene chloride, and the organic phase was dried over sodium sulphate and concentrated in vacuo. The residue cry...